This data is from the Open Reaction Database (ORD), a public repository of structured organic reaction records. The task is: describe an organic reaction: reactants, conditions, products, and yield Starting materials: O=C([O-])[O-], CCO, COCOC1CCN(c2ccc(Oc3ccc(NC(=O)c4ccc(Cl)c(Cl)c4)cc3)cc2)CC1, Cl, [K+], [K+]. The product is O=C(Nc1ccc(Oc2ccc(N3CCC(O)CC3)cc2)cc1)c1ccc(Cl)c(Cl)c1. RXN SMILES: [C:36](=[O:37])([O-:38])[O-:39].[CH3:42][CH2:43][OH:44].[Cl:1][c:2]1[cH:3][c:4]([C:5](=[O:6])[NH:7][c:8]2[cH:9][cH:10][c:11]([O:12][c:13]3[cH:14][cH:15][c:16]([N:19]4[CH2:20][CH2:21][CH:22]([O:25][CH2:26][O:27][CH3:28])[CH2:23][CH2:24]4)[cH:17][cH:18]3)[cH:29][cH:30]2)[cH:31][cH:32][c:33]1[Cl:34].[ClH:35].[K+:40].[K+:41]>>[Cl:1][c:2]1[cH:3][c:4]([C:5](=[O:6])[NH:7][c:8]2[cH:9][cH:10][c:11]([O:12][c:13]3[cH:14][cH:15][c:16]([N:19]4[CH2:20][CH2:21][CH:22]([OH:25])[CH2:23][CH2:24]4)[cH:17][cH:18]3)[cH:29][cH:30]2)[cH:31][cH:32][c:33]1[Cl:34]. Starting materials: CC(C)=O, CC(C)O, FC(F)Cl, [Na+], [OH-], O, COC(=O)C(c1ccc(O)cc1)C(C)C. Yields the product COC(=O)C(c1ccc(OC(F)F)cc1)C(C)C. Reaction SMILES: [CH3:16][C:17](=[O:18])[CH3:19].[CH3:27][CH:28]([OH:29])[CH3:30].[Cl:22][CH:23]([F:24])[F:25].[Na+:21].[OH-:20].[OH2:26].[OH:1][c:2]1[cH:3][cH:4][c:5]([CH:8]([C:9](=[O:10])[O:11][CH3:12])[CH:13]([CH3:14])[CH3:15])[cH:6][cH:7]1>>[O:1]([c:2]1[cH:3][cH:4][c:5]([CH:8]([C:9](=[O:10])[O:11][CH3:12])[CH:13]([CH3:14])[CH3:15])[cH:6][cH:7]1)[CH:23]([F:24])[F:25]. The reactants are C=1(C(OC)=CC=CC1)OC (veratrole), II (iodine), mercuric oxide, II (iodine), mercuric oxide. The solvent is C(C)O (ethanol). Product: IC=1C=C(C(=CC1)OC)OC (4-iodoveratrole). The yield is 70.0%. Reaction SMILES: [C:1]1([O:9][CH3:10])[C:2](=[CH:5][CH:6]=[CH:7][CH:8]=1)[O:3][CH3:4].[I:11]I>C(O)C>[I:11][C:7]1[CH:8]=[C:1]([O:9][CH3:10])[C:2]([O:3][CH3:4])=[CH:5][CH:6]=1. Procedure: A solution of veratrole (28.0 ml, 0.22M) in 95% ethanol (75 ml) was heated to 60° C. and, while stirring, was treated with iodine (50 g, 0.197M) and yellow mercuric oxide (30.0 g, 0.1385M). The iodine and mercuric oxide were added alternately in small portions over a period of 1.5 hours. After the addition was complete, the cooled mixture was filtered through Celite and concentrated. The residue was taken up in Et2O and again filtered. The Et2O solution was washed with solutions of sodium thiosu... Starting materials: [OH-].[Na+] (sodium hydroxide), C(C)OC(=O)C=1SC(=CC1)C(NCC1=CC(=C(C=C1)Cl)Cl)=O (5-(3,4-dichlorobenzyl-carbamoyl)-thiophene-2-carboxylic acid ethyl ester), Cl (hydrochloric acid). Run in O (water), C(C)O (ethanol). Run at time 19 hour. Product: ClC=1C=C(CNC(=O)C2=CC=C(S2)C(=O)O)C=CC1Cl (5-(3,4-dichlorobenzyl-carbamoyl)-thiophene-2-carboxylic acid). Isolated yield 83.0%. RXN SMILES: [OH-].[Na+].C([O:5][C:6]([C:8]1[S:9][C:10]([C:13](=[O:24])[NH:14][CH2:15][C:16]2[CH:21]=[CH:20][C:19]([Cl:22])=[C:18]([Cl:23])[CH:17]=2)=[CH:11][CH:12]=1)=[O:7])C.Cl>C(O)C.O>[Cl:23][C:18]1[CH:17]=[C:16]([CH:21]=[CH:20][C:19]=1[Cl:22])[CH2:15][NH:14][C:13]([C:10]1[S:9][C:8]([C:6]([OH:7])=[O:5])=[CH:12][CH:11]=1)=[O:24] |f:0.1|. Procedure: Aqueous 1M sodium hydroxide (16.3 mL; 16.3 mmole) was added to a stirring solution of (12(a)) (1.17 g; 3.3 mmole) in ethanol (70 mL). The reaction mixture was stirred at ambient temperature for 19 hours, reduced to a small volume, diluted with water and adjusted to pH 2 by addition of 2M hydrochloric acid. The filtered solid was washed with water and dried in vacuo to give 5-(3,4-dichlorobenzyl-carbamoyl)-thiophene-2-carboxylic acid (12(b)) as a white solid (83%). Reactants: C1N(CC2C1CNC2)C(=O)C2=C(C=C(C=C2)OC)N2N=CC=N2 ((Hexahydropyrrolo[3,4-c]pyrrol-2(1H)-yl)(4-methoxy-2-(2H-1,2,3-triazol-2-yl)phenyl)methanone), CCN(C(C)C)C(C)C (DIPEA), ClC1=NC=C(C(=N1)C)F (2-chloro-5-fluoro-4-methylpyrimidine), ClC1=NC=C(C(=N1)C)F (2-chloro-5-fluoro-4-methylpyrimidine). The solvent is C(C)#N (ACN). The product is FC=1C(=NC(=NC1)N1CC2CN(CC2C1)C(=O)C1=C(C=C(C=C1)OC)N1N=CC=N1)C (2-(5-Fluoro-4-methylpyrimidin-2-yl)-5-{[4-methoxy-2-(2H-1,2,3-triazol-2-yl)phenyl]carbonyl}octahydropyrrolo[3,4-c]pyrrole). Reaction SMILES: [CH2:1]1[CH:5]2[CH2:6][NH:7][CH2:8][CH:4]2[CH2:3][N:2]1[C:9]([C:11]1[CH:16]=[CH:15][C:14]([O:17][CH3:18])=[CH:13][C:12]=1[N:19]1[N:23]=[CH:22][CH:21]=[N:20]1)=[O:10].Cl[C:25]1[N:30]=[C:29]([CH3:31])[C:28]([F:32])=[CH:27][N:26]=1.CCN(C(C)C)C(C)C>C(#N)C>[F:32][C:28]1[C:29]([CH3:31])=[N:30][C:25]([N:7]2[CH2:8][CH:4]3[CH:5]([CH2:1][N:2]([C:9]([C:11]4[CH:16]=[CH:15][C:14]([O:17][CH3:18])=[CH:13][C:12]=4[N:19]4[N:20]=[CH:21][CH:22]=[N:23]4)=[O:10])[CH2:3]3)[CH2:6]2)=[N:26][CH:27]=1. Procedure details: (Hexahydropyrrolo[3,4-c]pyrrol-2(1H)-yl)(4-methoxy-2-(2H-1,2,3-triazol-2-yl)phenyl)methanone (Example 288—step B, 33 mg, 0.10 mmol), 2-chloro-5-fluoro-4-methylpyrimidine (Intermediate 55, 15 mg, 0.10 mmol) and DIPEA (54 μL, 0.3 mmol) in ACN (1 mL) were heated in a microwave reactor for 2 h at 200° C. Then the reaction mixture was concentrated and purified via prep HPLC (Agilent, basic) gave the title compound as a clear oil. MS (ESI) mass calcd. C21H22FN7O2, 423.45; m/z found 424.2 [M+H]+. 1H NM... Starting materials: C(C1=CC=CC=C1)OC=1C=C(C(=O)NC=2C=C(C(=O)NC3=CC(=CC=C3)N3CCOCC3)C=CC2C)C=CC1 (3-(3-benzyloxybenzamido)-4-methyl-N-(3-morpholinophenyl)benzamide). The reagents and catalysts are [Pd] (palladium-on-carbon). The solvent is C(C)(=O)OCC (ethyl acetate). Reaction conditions: time 12 hour. Yields the product OC=1C=C(C(=O)NC=2C=C(C(=O)NC3=CC(=CC=C3)N3CCOCC3)C=CC2C)C=CC1 (3-(3-hydroxybenzamido)-4-methyl-N-(3-morpholinophenyl)benzamide). Yield: 80.5%. As a reaction SMILES: C([O:8][C:9]1[CH:10]=[C:11]([CH:37]=[CH:38][CH:39]=1)[C:12]([NH:14][C:15]1[CH:16]=[C:17]([CH:33]=[CH:34][C:35]=1[CH3:36])[C:18]([NH:20][C:21]1[CH:26]=[CH:25][CH:24]=[C:23]([N:27]2[CH2:32][CH2:31][O:30][CH2:29][CH2:28]2)[CH:22]=1)=[O:19])=[O:13])C1C=CC=CC=1>[Pd].C(OCC)(=O)C>[OH:8][C:9]1[CH:10]=[C:11]([CH:37]=[CH:38][CH:39]=1)[C:12]([NH:14][C:15]1[CH:16]=[C:17]([CH:33]=[CH:34][C:35]=1[CH3:36])[C:18]([NH:20][C:21]1[CH:26]=[CH:25][CH:24]=[C:23]([N:27]2[CH2:28][CH2:29][O:30][CH2:31][CH2:32]2)[CH:22]=1)=[O:19])=[O:13]. Procedure details: A mixture of 3-(3-benzyloxybenzamido)-4-methyl-N-(3-morpholinophenyl)benzamide (4.49 g), 10% palladium-on-carbon (0.5 g) and ethyl acetate was stirred under an atmosphere of hydrogen gas for 12 hours. The resultant mixture was filtered through diatomaceous earth and the separated solids were washed with warm DMF (200 ml). The combined filtrates were concentrated to a volume of about 20 ml and water (50 ml) was added. The resultant solid was dried under vacuum at 55° C. There was thus obtained th...